Dataset: the Open Reaction Database (ORD), a public repository of structured organic reaction records. Task: describe an organic reaction: reactants, conditions, products, and yield Starting materials: C(C)(C)(C)OC(NC1=NC=C(C=C1Br)N)=O ((5-Amino-3-bromo-pyridin-2-yl)-carbamic acid tert-butyl ester), FC=1C=C(C(=O)Cl)C=CC1 (3-fluoro-benzoyl chloride), C(C)(C)N(C(C)C)CC (N,N-diisopropylethylamine). The solvent is C(Cl)Cl (CH2Cl2), Cl.C(Cl)Cl (HCl CH2Cl2). Conditions: temperature 0 celsius, time 1 hour. Product: C(C)(C)(C)OC(NC1=NC=C(C=C1Br)NC(C1=CC(=CC=C1)F)=O)=O ([3-bromo-5-(3-fluoro-benzoylamino)-pyridin-2-yl]-carbamic acid tert-butyl ester). The yield is 67.4%. RXN SMILES: [C:1]([O:5][C:6](=[O:16])[NH:7][C:8]1[C:13]([Br:14])=[CH:12][C:11]([NH2:15])=[CH:10][N:9]=1)([CH3:4])([CH3:3])[CH3:2].[F:17][C:18]1[CH:19]=[C:20]([CH:24]=[CH:25][CH:26]=1)[C:21](Cl)=[O:22].C(N(CC)C(C)C)(C)C>C(Cl)Cl.Cl.C(Cl)Cl>[C:1]([O:5][C:6](=[O:16])[NH:7][C:8]1[C:13]([Br:14])=[CH:12][C:11]([NH:15][C:21](=[O:22])[C:20]2[CH:24]=[CH:25][CH:26]=[C:18]([F:17])[CH:19]=2)=[CH:10][N:9]=1)([CH3:4])([CH3:2])[CH3:3] |f:4.5|. Procedure details: (5-Amino-3-bromo-pyridin-2-yl)-carbamic acid tert-butyl ester (50 mg, 0.17 mmol), 3-fluoro-benzoyl chloride (28 mg, 0.17 mmol), and N,N-diisopropylethylamine (0.03 mL, 0.19 mmol) were dissolved in CH2Cl2 (2 mL), and stirred or 1 h at 0° C. The reaction solution was diluted with 1 M HCl/CH2Cl2, and filtered through an Extrelut column. The column was washed with CH2Cl2, and the filtrate was concentrated. The crude product was purified via Biotage eluting with a gradient of 20 to 70% EtOAc/hexanes ... The reactants are Cl (hydrochloric acid), [OH-].[Na+] (sodium hydroxide), N1(CCCC1)C1CCN(CC1)C1=CC=C(C(=O)OC)C=C1 (methyl 4-(4-(pyrrolidin-1-yl)piperidin-1-yl)benzoate), Example 8-1. Run in C(C)(=O)OCC (ethyl acetate), O1CCCC1 (tetrahydrofuran), CO (methanol). Run at temperature 50 celsius, time 4 hour. Product: N1(CCCC1)C1CCN(CC1)C1=CC=C(C(=O)O)C=C1 (4-(4-(Pyrrolidin-1-yl)piperidin-1-yl)benzoic acid). The yield is 82.0%. As a reaction SMILES: [OH-].[Na+].[N:3]1([CH:8]2[CH2:13][CH2:12][N:11]([C:14]3[CH:23]=[CH:22][C:17]([C:18]([O:20]C)=[O:19])=[CH:16][CH:15]=3)[CH2:10][CH2:9]2)[CH2:7][CH2:6][CH2:5][CH2:4]1.Cl>O1CCCC1.CO.C(OCC)(=O)C>[N:3]1([CH:8]2[CH2:13][CH2:12][N:11]([C:14]3[CH:23]=[CH:22][C:17]([C:18]([OH:20])=[O:19])=[CH:16][CH:15]=3)[CH2:10][CH2:9]2)[CH2:7][CH2:6][CH2:5][CH2:4]1 |f:0.1|. Reported procedure: A 5 M sodium hydroxide solution (15 mL, 75.0 mmol) was added to a solution of methyl 4-(4-(pyrrolidin-1-yl)piperidin-1-yl)benzoate described in Production Example 8-1 (2.06 g, 7.14 mmol) in tetrahydrofuran (10 mL) and methanol (10 mL). The reaction liquid was stirred at 50° C. for 4 hours. The reaction liquid was cooled to 0° C. and then 5 M hydrochloric acid was dripped until pH reached 1. The liquid mixture was diluted with ethyl acetate. The organic layer was washed with a saturated saline so... Reactants: O=C([O-])O, Cc1ccccc1, Cc1c(C(O)C2CCCCC2)oc2ccccc12, [Na+], O=S(Cl)Cl. Yields the product Cc1c(C(Cl)C2CCCCC2)oc2ccccc12. Reaction SMILES: [C:23](=[O:24])([O-:25])[OH:26].[CH3:28][c:29]1[cH:30][cH:31][cH:32][cH:33][cH:34]1.[CH:1]1([CH:7]([OH:8])[c:9]2[o:10][c:11]3[c:12]([c:13]2[CH3:14])[cH:15][cH:16][cH:17][cH:18]3)[CH2:2][CH2:3][CH2:4][CH2:5][CH2:6]1.[Na+:27].[S:19]([Cl:20])([Cl:21])=[O:22]>>[CH:1]1([CH:7]([c:9]2[o:10][c:11]3[c:12]([c:13]2[CH3:14])[cH:15][cH:16][cH:17][cH:18]3)[Cl:21])[CH2:2][CH2:3][CH2:4][CH2:5][CH2:6]1. Starting materials: N#Cc1ccc(F)cc1C(=O)O, CC(=O)Cl, CO. Product: COC(=O)c1cc(F)ccc1C#N. Reaction SMILES: [C:1](#[N:2])[c:3]1[c:4]([C:5](=[O:6])[OH:7])[cH:8][c:9]([F:12])[cH:10][cH:11]1.[CH3:13][C:14](=[O:15])[Cl:16].[CH3:17][OH:18]>>[C:1](#[N:2])[c:3]1[c:4]([C:5]([O:6][CH3:13])=[O:7])[cH:8][c:9]([F:12])[cH:10][cH:11]1. The reactants are [Br-], BrCc1ccccn1, Br, CCc1nc2cccc(OCc3ccccc3)c2[nH]1, [H-], [Na+], CN(C)C=O. Product: CCc1nc2c(OCc3ccccc3)cccc2n1Cc1ccccn1. As a reaction SMILES: [Br-:31].[Br:23][CH2:24][c:25]1[n:26][cH:27][cH:28][cH:29][cH:30]1.[BrH:22].[CH2:1]([c:2]1[cH:3][cH:4][cH:5][cH:6][cH:7]1)[O:8][c:9]1[cH:10][cH:11][cH:12][c:13]2[c:14]1[nH:15][c:16]([CH2:18][CH3:19])[n:17]2.[H-:20].[Na+:21].[O:32]=[CH:33][N:34]([CH3:35])[CH3:36]>>[CH2:1]([c:2]1[cH:3][cH:4][cH:5][cH:6][cH:7]1)[O:8][c:9]1[cH:10][cH:11][cH:12][c:13]2[c:14]1[n:15][c:16]([CH2:18][CH3:19])[n:17]2[CH2:24][c:25]1[n:26][cH:27][cH:28][cH:29][cH:30]1. Reactants: OC[C@@H](C(=O)OC)NC(=O)C1=CC=CC=2C3=C(NC12)CCC3 (methyl (2S)-3-hydroxy-2-[(1,2,3,4-tetrahydrocyclopenta[b]indol-5-ylcarbonyl)amino]propanoate). Reagents/catalysts: [Pd] (Pd/C). The product is C1CCC2NC=3C(=CC=CC3C21)C(=O)N[C@H](C(=O)OC)CO (Methyl (2S)-2-[(1,2,3,3a,4,8b-Hexahydrocyclopenta[b]Indol-5-ylcarbonyl)Amino]-3-Hydroxypropanoate). The yield is 100.0%. Reaction SMILES: [OH:1][CH2:2][C@H:3]([NH:8][C:9]([C:11]1[C:19]2[NH:18][C:17]3[CH2:20][CH2:21][CH2:22][C:16]=3[C:15]=2[CH:14]=[CH:13][CH:12]=1)=[O:10])[C:4]([O:6][CH3:7])=[O:5]>[Pd]>[CH2:22]1[CH:16]2[CH:17]([NH:18][C:19]3[C:11]([C:9]([NH:8][C@@H:3]([CH2:2][OH:1])[C:4]([O:6][CH3:7])=[O:5])=[O:10])=[CH:12][CH:13]=[CH:14][C:15]=32)[CH2:20][CH2:21]1. Procedure details: Following the procedure of method 1C, methyl (2S)-3-hydroxy-2-[(1,2,3,4-tetrahydrocyclopenta[b]indol-5-ylcarbonyl)amino]propanoate(8.9 mmol, 2.7 g) was hydrogenated using 5% Pd/C (2 g) and concentrated HCI (10 mL) in methanol (25 mL) to yield the crude product (8.9 mmol, 2.7 g, quantitative). The reactants are COC(=O)COc1ccc2cc(-c3cnc(-c4cn(Cc5ccccc5)c5ccccc45)o3)ccc2c1, C1CCOC1, Cl, [Na+], [OH-], O. Product: O=C(O)COc1ccc2cc(-c3cnc(-c4cn(Cc5ccccc5)c5ccccc45)o3)ccc2c1. As a reaction SMILES: [CH2:1]([c:2]1[cH:3][cH:4][cH:5][cH:6][cH:7]1)[n:8]1[cH:9][c:10](-[c:17]2[o:18][c:19](-[c:22]3[cH:23][c:24]4[cH:25][cH:26][c:27]([O:32][CH2:33][C:34](=[O:35])[O:36][CH3:37])[cH:28][c:29]4[cH:30][cH:31]3)[cH:20][n:21]2)[c:11]2[cH:12][cH:13][cH:14][cH:15][c:16]12.[CH2:41]1[O:42][CH2:43][CH2:44][CH2:45]1.[ClH:40].[Na+:39].[OH-:38].[OH2:46]>>[CH2:1]([c:2]1[cH:3][cH:4][cH:5][cH:6][cH:7]1)[n:8]1[cH:9][c:10](-[c:17]2[o:18][c:19](-[c:22]3[cH:23][c:24]4[cH:25][cH:26][c:27]([O:32][CH2:33][C:34](=[O:35])[OH:36])[cH:28][c:29]4[cH:30][cH:31]3)[cH:20][n:21]2)[c:11]2[cH:12][cH:13][cH:14][cH:15][c:16]12. Starting materials: CCCCCCCNC(=O)N(C)c1cccc(-c2ccc(CCC(=O)OC)cc2O)c1, CCN(CC)CCO, CCOC(=O)N=NC(=O)OCC, C1CCOC1, c1ccc(P(c2ccccc2)c2ccccc2)cc1. Yields the product CCCCCCCNC(=O)N(C)c1cccc(-c2ccc(CCC(=O)OC)cc2OCCN(CC)CC)c1. As a reaction SMILES: [CH2:1]([CH2:2][CH2:3][CH2:4][CH2:5][CH2:6][CH3:7])[NH:8][C:9]([N:10]([CH3:11])[c:12]1[cH:13][c:14](-[c:18]2[c:19]([OH:30])[cH:20][c:21]([CH2:24][CH2:25][C:26](=[O:27])[O:28][CH3:29])[cH:22][cH:23]2)[cH:15][cH:16][cH:17]1)=[O:31].[CH2:32]([CH3:33])[N:34]([CH2:35][CH2:36][OH:37])[CH2:38][CH3:39].[O:59]=[C:60]([O:61][CH2:62][CH3:63])[N:64]=[N:65][C:66]([O:67][CH2:68][CH3:69])=[O:70].[O:71]1[CH2:72][CH2:73][CH2:74][CH2:75]1.[c:40]1([P:41]([c:42]2[cH:43][cH:44][cH:45][cH:46][cH:47]2)[c:48]2[cH:49][cH:50][cH:51][cH:52][cH:53]2)[cH:54][cH:55][cH:56][cH:57][cH:58]1>>[CH2:1]([CH2:2][CH2:3][CH2:4][CH2:5][CH2:6][CH3:7])[NH:8][C:9]([N:10]([CH3:11])[c:12]1[cH:13][c:14](-[c:18]2[c:19]([O:30][CH2:36][CH2:35][N:34]([CH2:32][CH3:33])[CH2:38][CH3:39])[cH:20][c:21]([CH2:24][CH2:25][C:26](=[O:27])[O:28][CH3:29])[cH:22][cH:23]2)[cH:15][cH:16][cH:17]1)=[O:31]. Reactants: O=C1c2cc(Br)ccc2-c2ccc(Br)cc21, Brc1ccccc1-c1ccccc1, CCOCC, [Mg]. Product: OC1(c2ccccc2-c2ccccc2)c2cc(Br)ccc2-c2ccc(Br)cc21. Reaction SMILES: [Br:15][c:16]1[cH:17][c:18]2[c:26]([cH:27][cH:28]1)-[c:25]1[c:20]([cH:21][c:22]([Br:29])[cH:23][cH:24]1)[C:19]2=[O:30].[Br:2][c:3]1[c:4](-[c:9]2[cH:10][cH:11][cH:12][cH:13][cH:14]2)[cH:5][cH:6][cH:7][cH:8]1.[CH3:31][CH2:32][O:33][CH2:34][CH3:35].[Mg:1]>>[c:3]1([C:19]2([OH:30])[c:18]3[cH:17][c:16]([Br:15])[cH:28][cH:27][c:26]3-[c:25]3[c:20]2[cH:21][c:22]([Br:29])[cH:23][cH:24]3)[c:4](-[c:9]2[cH:10][cH:11][cH:12][cH:13][cH:14]2)[cH:5][cH:6][cH:7][cH:8]1. Run in CO (methanol). Procedure: A solution of 3.86 g (20 mmol) of 2-(4-chlorophenylamino)-3-methylbutyronitrile in 10 ml of methanol is saturated at reflux with hydrogen chloride gas. When all of the starting nitrile has been consumed, most of the methanol and excess hydrogen chloride is removed in vacuo. Ether is added to precipitate the hydrochloride of methyl 2-(4-chlorophenyl)-3-methylbutanimidate, which is isolated by filtration under nitrogen. The white solid is added with vigorous stirring to an ice-cold mixture of ethe... The product is ClC1=CC=C(C=C1)NC(C(OC)=N)C(C)C (methyl 2-(4-chlorophenylamino)-3-methylbutanimidate). The reactants are ClC1=CC=C(C=C1)NC(C#N)C(C)C (2-(4-chlorophenylamino)-3-methylbutyronitrile), Cl (hydrogen chloride), ice, CCOCC (ether), C([O-])(O)=O.[Na+] (sodium bicarbonate). As a reaction SMILES: [Cl:1][C:2]1[CH:7]=[CH:6][C:5]([NH:8][CH:9]([CH:12]([CH3:14])[CH3:13])[C:10]#[N:11])=[CH:4][CH:3]=1.Cl.C[CH2:17][O:18]CC.C(=O)(O)[O-].[Na+]>CO>[Cl:1][C:2]1[CH:3]=[CH:4][C:5]([NH:8][CH:9]([CH:12]([CH3:14])[CH3:13])[C:10](=[NH:11])[O:18][CH3:17])=[CH:6][CH:7]=1 |f:3.4|.